From a dataset of the Open Reaction Database (ORD), a public repository of structured organic reaction records. describe an organic reaction: reactants, conditions, products, and yield Starting materials: O=C([O-])[O-], CN(C)C=O, COC(=O)c1cc(CNc2ccc(-c3ccc(OC(F)F)cc3)cc2)c(C)o1, CI, [K+], [K+]. Product: COC(=O)c1cc(CN(C)c2ccc(-c3ccc(OC(F)F)cc3)cc2)c(C)o1. RXN SMILES: [C:3](=[O:4])([O-:5])[O-:6].[CH3:37][N:38]([CH3:39])[CH:40]=[O:41].[CH3:9][O:10][C:11](=[O:12])[c:13]1[o:14][c:15]([CH3:36])[c:16]([CH2:18][NH:19][c:20]2[cH:21][cH:22][c:23](-[c:26]3[cH:27][cH:28][c:29]([O:32][CH:33]([F:34])[F:35])[cH:30][cH:31]3)[cH:24][cH:25]2)[cH:17]1.[I:1][CH3:2].[K+:7].[K+:8]>>[CH3:3][N:19]([CH2:18][c:16]1[c:15]([CH3:36])[o:14][c:13]([C:11]([O:10][CH3:9])=[O:12])[cH:17]1)[c:20]1[cH:21][cH:22][c:23](-[c:26]2[cH:27][cH:28][c:29]([O:32][CH:33]([F:34])[F:35])[cH:30][cH:31]2)[cH:24][cH:25]1. Starting materials: Cl.NO (hydroxylamine hydrochloride), N1=CC=CC=C1 (pyridine), C[Si](C)(C)Cl (trimethylsilyl chloride), C(C)OC(CCN(S(=O)(=O)C1=CC=C(C=C1)OC1=CC=C(C=C1)F)C1(CC2CCC(C1)O2)C(=O)Cl)=O (3{(3Chlorocarbonyl-8-oxa-bicyclo[3.2.1]oct-3-yl)-[4-(4-fluoro-phenoxy)-benzene sulfonyl]-amino}-propionic acid ethyl ester), Cl (hydrochloric acid). Run in ClCCl (dichloromethane). Reaction conditions: time 1 hour. Product: C(C)OC(CCN(C1(OC2CCC(C1)C2)C(NO)=O)S(=O)(=O)C2=CC=C(C=C2)OC2=CC=C(C=C2)F)=O (3-[[4-(4-Fluoro-phenoxy)-benzenesulfonyl]-(3-hydroxycarbamoyl-oxa-bicyclo[3.2.1]oct-3-yl)-amino]-propionic acid ethyl ester). Reaction SMILES: Cl.[NH2:2][OH:3].N1C=CC=CC=1.C[Si](Cl)(C)C.[CH2:15]([O:17][C:18](=[O:50])[CH2:19][CH2:20][N:21]([C:39]1([C:47](Cl)=[O:48])[CH2:45][CH:44]2[O:46][CH:41]([CH2:42][CH2:43]2)[CH2:40]1)[S:22]([C:25]1[CH:30]=[CH:29][C:28]([O:31][C:32]2[CH:37]=[CH:36][C:35]([F:38])=[CH:34][CH:33]=2)=[CH:27][CH:26]=1)(=[O:24])=[O:23])[CH3:16].Cl>ClCCl>[CH2:15]([O:17][C:18](=[O:50])[CH2:19][CH2:20][N:21]([S:22]([C:25]1[CH:26]=[CH:27][C:28]([O:31][C:32]2[CH:33]=[CH:34][C:35]([F:38])=[CH:36][CH:37]=2)=[CH:29][CH:30]=1)(=[O:24])=[O:23])[C:39]1([C:47](=[O:48])[NH:2][OH:3])[CH2:45][CH:44]2[CH2:40][CH:41]([CH2:42][CH2:43]2)[O:46]1)[CH3:16] |f:0.1|. Procedure: A solution of (19.7 mmol, 1.3 equivalents) of hydroxylamine hydrochloride in 9.2 mL (114 mmol, 7.5 equivalents) of dry pyridine at 0 ° C. is treated with 5.8 mL (45 mmol, 3.0 equivalents) of trimethylsilyl chloride, causing white solids to precipitate. The mixture is allowed to warm to ambient temperature overnight. This mixture is then cooled to 0° C. and treated with a solution of (15.1 mmol) of the product from Step F in 73 mL of dichloromethane causing an exotherm to about 8° C. This mixture... Reactants: C(CCCCCCCCCCC)OC(C(=C)C)=O (laurylmethacrylate), N#N (N2), C(C1=CC=CC=C1)(=O)O (benzoic acid), C(=C)C1=CC=C(C(=O)O)C=C1 (4-vinylbenzoic acid), C(C(=C)C)(=O)OCC=C (allyl methacrylate). The solvent is O1CCCC1 (tetrahydrofuran), C(C)OC(C)=O (ethylacetate). Run at temperature 70 celsius, time 8 hour. The product is C(=C)C1=C(C(=O)O)C=CC=C1 (Vinylbenzoic Acid). RXN SMILES: N#N.C([C:5]1[CH:13]=[CH:12][C:8]([C:9]([OH:11])=[O:10])=[CH:7][CH:6]=1)=C.[C:14](OCC=C)(=O)[C:15](C)=C.C(O)(=O)C1C=CC=CC=1.C(OC(=O)C(C)=C)CCCCCCCCCCC>C(OC(=O)C)C.O1CCCC1>[CH:14]([C:7]1[CH:6]=[CH:5][CH:13]=[CH:12][C:8]=1[C:9]([OH:11])=[O:10])=[CH2:15]. Procedure: Into a 500 ml. 2-necked flask fitted with a thermometer, and a reflux condenser connected to a N2 source, was introduced a mixture of 3.5 g of 4-vinylbenzoic acid (Aldrich Chemical Co. , 3 g of allyl methacrylate, 150 ml tetrahydrofuran and 150 ml ethylacetate. The mixture was stirred to dissolve the benzoic acid compound. Next was added 93.5 g of laurylmethacrylate. The flask was purged with N2 and heated at 70° C. for 10 minutes. The flask was purged again with N2 and 1 g of 2,2-azobisisobutyr... Reactants: O (H2O), CC=1C=CC2=C(C=C(O2)C(=O)N)C1 (5-methylbenzofuran-2-carboxamide), C(=O)(C(F)(F)F)OC(=O)C(F)(F)F (TFAA), TEA. Solvent: C1CCOC1 (THF). Conditions: temperature 0 celsius, time 1 hour. Yields the product CC=1C=CC2=C(C=C(O2)C#N)C1 (5-methylbenzofuran-2-carbonitrile). Yield: 78.7%. Reaction SMILES: [CH3:1][C:2]1[CH:3]=[CH:4][C:5]2[O:9][C:8]([C:10]([NH2:12])=O)=[CH:7][C:6]=2[CH:13]=1.C(OC(C(F)(F)F)=O)(C(F)(F)F)=O.O>C1COCC1>[CH3:1][C:2]1[CH:3]=[CH:4][C:5]2[O:9][C:8]([C:10]#[N:12])=[CH:7][C:6]=2[CH:13]=1. Procedure details: To the suspension of 5-methylbenzofuran-2-carboxamide (5.17 g, 29.5 mmol) in 66 mL of anhydrous THF was added TEA (8.23 mL, 59.0 mmol). TFAA (6.25 mL, 44.3 mmol) was added dropwise to the above mixture at 0° C. (internal temperature did not exceed 15° C.). After stirring at 0° C. for 1 hr, the reaction was complete by TLC. The reaction mixture was poured into 610 mL of H2O, and extracted with EtOAc 3 times. The organic layer was washed with sat. NaHCO3, brine and dried over Na2SO4, filtered and ... Reactants: ClC1=CC=C(C=C1)C(C=1C=C(C(N2C=CC=CC12)=O)C(=O)O)O (1-[(4-chlorophenyl)(hydroxy)methyl]-4-oxo-4H-quinolizine-3-carboxylic acid), C(C)[SiH](CC)CC (triethylsilane), FC(C(=O)O)(F)F (trifluoroacetic acid), O (water). Run in C(Cl)Cl (CH2Cl2). Reaction conditions: time 1.5 hour. The product is ClC1=CC=C(CC=2C=C(C(N3C=CC=CC23)=O)C(=O)O)C=C1 (1-(4-Chlorobenzyl)-4-oxo-4H-quinolizine-3-carboxylic acid). RXN SMILES: [Cl:1][C:2]1[CH:7]=[CH:6][C:5]([CH:8](O)[C:9]2[CH:10]=[C:11]([C:20]([OH:22])=[O:21])[C:12](=[O:19])[N:13]3[C:18]=2[CH:17]=[CH:16][CH:15]=[CH:14]3)=[CH:4][CH:3]=1.C([SiH](CC)CC)C.FC(F)(F)C(O)=O.O>C(Cl)Cl>[Cl:1][C:2]1[CH:3]=[CH:4][C:5]([CH2:8][C:9]2[CH:10]=[C:11]([C:20]([OH:22])=[O:21])[C:12](=[O:19])[N:13]3[C:18]=2[CH:17]=[CH:16][CH:15]=[CH:14]3)=[CH:6][CH:7]=1. Reported procedure: To a solution of 1-[(4-chlorophenyl)(hydroxy)methyl]-4-oxo-4H-quinolizine-3-carboxylic acid (0.300 mg, 0.910 mmol) in 5 mL of CH2Cl2 was added triethylsilane (0.29 mL, 1.8 mmol) and trifluoroacetic acid (0.35 mL, 4.5 mmol). After 1.5 h, 10 mL of water was added, and the reaction was extracted with CH2Cl2, dried over sodium sulfate, filtered, and concentrated in vacuo. The resultant residue was subjected to purification via reverse phase HPLC to yield the title compound that gave a mass ion (ES+)... The reactants are FC(C=1C=CC(=NC1)N[C@@H]1C[C@@H]2CN([C@H]1C2)C(=O)OC(C)(C)C)(F)F ((1S,4S,6R)-tert-butyl 6-((5-(trifluoromethyl)pyridin-2-yl)amino)-2-azabicyclo[2.2.1]heptane-2-carboxylate), Cl (HCl). The solvent is CCOC(=O)C (EtOAc), O1CCOCC1 (dioxane). Reaction conditions: time 1 hour. Product: FC(C=1C=CC(=NC1)N[C@@H]1C[C@@H]2CN[C@H]1C2)(F)F ((1S,4R,6R)—N-(5-(trifluoromethyl)pyridin-2-yl)-2-azabicyclo[2.2.1]heptan-6-amine). The yield is 128.4%. As a reaction SMILES: [F:1][C:2]([F:25])([F:24])[C:3]1[CH:4]=[CH:5][C:6]([NH:9][C@H:10]2[C@@H:15]3[CH2:16][C@@H:12]([CH2:13][N:14]3C(OC(C)(C)C)=O)[CH2:11]2)=[N:7][CH:8]=1.Cl>CCOC(C)=O.O1CCOCC1>[F:25][C:2]([F:1])([F:24])[C:3]1[CH:4]=[CH:5][C:6]([NH:9][C@H:10]2[C@@H:15]3[CH2:16][C@@H:12]([CH2:13][NH:14]3)[CH2:11]2)=[N:7][CH:8]=1. Reported procedure: xHCl. To the title compound of step A (198 mg, 0.554 mmol) in EtOAc (3 mL) was added 4M HCl in dioxane (14 mL). After 1 h, the reaction was concentrated to give the title compound of step B (183 mg), which was used without further purification. MS (ESI) mass calcd. for C12H14F3N3, 257.1. m/z found 258.1 [M+H]+. Starting materials: C(#N)CCOC(=O)C=1C(C(=C(NC1C)COCCCl)C(=O)O)C1=CC(=CC=C1)Cl (2-(2-chloroethoxy) methyl-4-(3-chlorophenyl)-6-methyl-1,4-dihydropyridine-3,5-dicarboxylic acid 5-(2-cyanoethyl) ester), CCN=C=NCCCN(C)C.Cl (WSC hydrochloride), C1(=CC=CC=C1)C(CCN)C1=CC=CC=C1 (3,3-diphenylpropylamine). The solvent is ClCCl (dichloromethane). Yields the product NCCOCC1=C(C(=C(C(=N1)C)C(=O)O)C1=CC(=CC=C1)Cl)C(NCCC(C1=CC=CC=C1)C1=CC=CC=C1)=O (6-(2-aminoethoxy) methyl-4-(3-chlorophenyl)-5-(3,3-diphenylpropylcarbamoyl)-2-methylpyridine-3-carboxylic acid). RXN SMILES: C(CC[O:5][C:6]([C:8]1[CH:9]([C:23]2[CH:28]=[CH:27][CH:26]=[C:25]([Cl:29])[CH:24]=2)[C:10]([C:20](O)=[O:21])=[C:11]([CH2:15][O:16][CH2:17]CCl)[NH:12][C:13]=1[CH3:14])=[O:7])#N.C[CH2:31][N:32]=C=NCCCN(C)C.Cl.[C:42]1([CH:48]([C:52]2[CH:57]=[CH:56][CH:55]=[CH:54][CH:53]=2)[CH2:49][CH2:50][NH2:51])[CH:47]=[CH:46][CH:45]=[CH:44][CH:43]=1>ClCCl>[NH2:32][CH2:31][CH2:17][O:16][CH2:15][C:11]1[N:12]=[C:13]([CH3:14])[C:8]([C:6]([OH:5])=[O:7])=[C:9]([C:23]2[CH:28]=[CH:27][CH:26]=[C:25]([Cl:29])[CH:24]=2)[C:10]=1[C:20](=[O:21])[NH:51][CH2:50][CH2:49][CH:48]([C:42]1[CH:43]=[CH:44][CH:45]=[CH:46][CH:47]=1)[C:52]1[CH:53]=[CH:54][CH:55]=[CH:56][CH:57]=1 |f:1.2|. Procedure details: 250 mg (0.560 mmol) of 2-(2-chloroethoxy) methyl-4-(3-chlorophenyl)-6-methyl-1,4-dihydropyridine-3,5-dicarboxylic acid 5-(2-cyanoethyl) ester, 110 mg (0.570 mmol) of WSC hydrochloride and 120 mg (0.570 mmol) of 3,3-diphenylpropylamine were stirred at room temperature for 15 hours in 4 ml of dichloromethane. After evaporating dichloromethane under reduced pressure, 0.1 N hydrochloric acid was added and the reaction mixture was extracted with ethyl acetate. The organic layer was dried over anhydro...